describe an organic reaction: reactants, conditions, products, and yield From a dataset of the Open Reaction Database (ORD), a public repository of structured organic reaction records. The reactants are COC(=O)[C@@H]1CCCN2N1C(C1=CC=CC=C1C2=O)=O ((S)-6,11-dioxo-1,2,3,4-tetrahydro-pyridazino[1,2-b]phthalazin-1-carboxylic acid methyl ester), [OH-].[K+] (KOH). Solvent: CO (MeOH), CO (MeOH). Conditions: time 20 hour. Yields the product O=C1N2N(C(C3=CC=CC=C13)=O)[C@@H](CCC2)C(=O)O ((S)-6,11-Dioxo-1,2,3,4-tetrahydro-pyridazino[1,2-b]phthalazin-1-carboxylic acid), solid. Yield: 73.0%. RXN SMILES: C[O:2][C:3]([C@H:5]1[N:10]2[C:11](=[O:20])[C:12]3[C:17]([C:18](=[O:19])[N:9]2[CH2:8][CH2:7][CH2:6]1)=[CH:16][CH:15]=[CH:14][CH:13]=3)=[O:4].[OH-].[K+]>CO>[O:19]=[C:18]1[C:17]2[C:12](=[CH:13][CH:14]=[CH:15][CH:16]=2)[C:11](=[O:20])[N:10]2[C@H:5]([C:3]([OH:4])=[O:2])[CH2:6][CH2:7][CH2:8][N:9]12 |f:1.2|. Procedure: To a stirred solution of (S)-6,11-dioxo-1,2,3,4-tetrahydro-pyridazino[1,2-b]phthalazin-1-carboxylic acid methyl ester (1.078 g, 3.93 mmol) in MeOH (35 mL) was added KOH (232 mg, 4.12 mmol) in MeOH (11 mL) at 0° C. The reaction mixture was allowed to warm to room temperature and stirred for 20 hours, then concentrated under reduced pressure. The residue was dissolved in ethyl acetate and the resulting solution was extracted with water. The aqueous phase was acidified with 2.0-M HCl then extracted... Starting materials: Clc1nc2ccccc2nc1Cl, CN(C)C=O, O. The product is Nc1nc2ccccc2nc1Cl. As a reaction SMILES: [Cl:1][c:2]1[n:3][c:4]2[cH:5][cH:6][cH:7][cH:8][c:9]2[n:10][c:11]1[Cl:12].[O:13]=[CH:14][N:15]([CH3:16])[CH3:17].[OH2:18]>>[Cl:1][c:2]1[n:3][c:4]2[cH:5][cH:6][cH:7][cH:8][c:9]2[n:10][c:11]1[NH2:15]. Reactants: C(C1=CC=CC=C1)N1CCN(CC1)CCCOC1=C2CCC(NC2=CC=C1)=O (5-[3-(4-benzylpiperazinyl)propoxy]-3,4-dihydrocarbostyril), Pd charcoal, [H][H] (hydrogen). The solvent is C(C)(C)O (isopropanol). Product: N1(CCNCC1)CCCOC1=C2CCC(NC2=CC=C1)=O (5-(3-piperazinylpropoxy)-3,4-dihydrocarbostyril). RXN SMILES: C([N:8]1[CH2:13][CH2:12][N:11]([CH2:14][CH2:15][CH2:16][O:17][C:18]2[CH:27]=[CH:26][CH:25]=[C:24]3[C:19]=2[CH2:20][CH2:21][C:22](=[O:28])[NH:23]3)[CH2:10][CH2:9]1)C1C=CC=CC=1.[H][H]>C(O)(C)C>[N:11]1([CH2:14][CH2:15][CH2:16][O:17][C:18]2[CH:27]=[CH:26][CH:25]=[C:24]3[C:19]=2[CH2:20][CH2:21][C:22](=[O:28])[NH:23]3)[CH2:12][CH2:13][NH:8][CH2:9][CH2:10]1. Procedure: (a)-2 5 Grams of 5-[3-(4-benzylpiperazinyl)propoxy]-3,4-dihydrocarbostyril and 0.8 g of 5%-Pd charcoal are added into 150 ml of isopropanol and catalytically reduced at 60° C. for 5 hours under 3 atm. of hydrogen gas pressure. The catalyst is removed by filtration and the mother liquor thus obtained is concentrated under reduced pressure. The residue is recrystallized from ligroin-benzene to obtain 4.1 g of 5-(3-piperazinylpropoxy)-3,4-dihydrocarbostyril in the form of colorless prism-like cryst... Starting materials: O[C@H]1C[C@H]2CC[C@H]3[C@@H]4CC[C@H](C(CBr)=O)[C@]4(CC[C@@H]3[C@]2(CC1)C)C (3α-hydroxy-21-bromo-5β-pregnan-20-one-), OC=1C=NC=CC1 (3-hydroxypyridine), C(=O)([O-])[O-].[K+].[K+] (K2CO3), O (water). Run in CN(C)C=O (DMF). Run at temperature 25 celsius, time 0.5 hour. Product: O[C@H]1C[C@H]2CC[C@H]3[C@@H]4CC[C@H](C(COC=5C=NC=CC5)=O)[C@]4(CC[C@@H]3[C@]2(CC1)C)C (3α-hydroxy-21-(pyrid-3-yl)oxy-5β-pregnan-20-one). The yield is 16.0%. Reaction SMILES: [OH:1][C@@H:2]1[CH2:22][CH2:21][C@@:20]2([CH3:23])[C@H:4]([CH2:5][CH2:6][C@@H:7]3[C@@H:19]2[CH2:18][CH2:17][C@@:16]2([CH3:24])[C@H:8]3[CH2:9][CH2:10][C@@H:11]2[C:12](=[O:15])[CH2:13]Br)[CH2:3]1.[OH:25][C:26]1[CH:27]=[N:28][CH:29]=[CH:30][CH:31]=1.C([O-])([O-])=O.[K+].[K+].O>CN(C=O)C>[OH:1][C@@H:2]1[CH2:22][CH2:21][C@@:20]2([CH3:23])[C@H:4]([CH2:5][CH2:6][C@@H:7]3[C@@H:19]2[CH2:18][CH2:17][C@@:16]2([CH3:24])[C@H:8]3[CH2:9][CH2:10][C@@H:11]2[C:12](=[O:15])[CH2:13][O:25][C:26]2[CH:27]=[N:28][CH:29]=[CH:30][CH:31]=2)[CH2:3]1 |f:2.3.4|. Procedure details: To a solution of 3α-hydroxy-21-bromo-5β-pregnan-20-one-(300 mg, 0.76 mmol) in DMF (5 mL) was added 3-hydroxypyridine (215 mg, 2.27 mmol) and K2CO3 (313 mg, 2.27 mmol) and the mixture obtained was stirred at 25° C. for 0.5 h. The reaction mixture was then poured into a separatory funnel containing water (30 mL) and the mixture was extracted with EtOAc (3×35 mL). The combined extracts were washed with water (2×25 mL) and then dried over Na2SO4. Removal of the solvent in vacuo resulted in the crude...